Dataset: the Open Reaction Database (ORD), a public repository of structured organic reaction records. Task: describe an organic reaction: reactants, conditions, products, and yield Reactants: CN1C2CCC1CNC2, O=C(O)C1CCCCC1, O=C(O)C1CCCCC1, ClC(Cl)Cl, [Cl-], Cl, Cl, [Na+], [OH-], O, O=S(Cl)Cl. Yields the product CN1C2CCC1CN(C(=O)C1CCCCC1)C2. As a reaction SMILES: [CH3:26][N:27]1[CH:28]2[CH2:29][NH:30][CH2:31][CH:32]1[CH2:33][CH2:34]2.[CH:15]1([C:16]([OH:17])=[O:18])[CH2:19][CH2:20][CH2:21][CH2:22][CH2:23]1.[CH:1]1([C:7](=[O:8])[OH:9])[CH2:2][CH2:3][CH2:4][CH2:5][CH2:6]1.[CH:38]([Cl:39])([Cl:40])[Cl:41].[Cl-:14].[ClH:24].[ClH:25].[Na+:36].[OH-:35].[OH2:37].[S:10]([Cl:11])([Cl:12])=[O:13]>>[CH:1]1([C:7](=[O:9])[N:30]2[CH2:29][CH:28]3[N:27]([CH3:26])[CH:32]([CH2:31]2)[CH2:33][CH2:34]3)[CH2:2][CH2:3][CH2:4][CH2:5][CH2:6]1.